From a dataset of the Open Reaction Database (ORD), a public repository of structured organic reaction records. describe an organic reaction: reactants, conditions, products, and yield Solvent: C1CCOC1 (THF), O (water). Reported procedure: A mixture of 3 g (13.5 mmol) (3-amino-benzyl)-carbamic acid tert-butyl ester (WO 9740028 A1) and 1.81 ml (13.5 mmol) benzoyl isothiocyanate in 60 ml THF was stirred at room temperature for 1 h and afterwards evaporated under reduced pressure. 80 ml MeOH and 5.6 g (40.5 mmol) potassium carbonate in 80 ml water were added and the mixture was stirred at room temperature for 16 h. The mixture was concentrated under reduced pressure and extracted with ethyl acetate. The organic layers were washed wit... Starting materials: C(C)(C)(C)OC(NCC1=CC(=CC=C1)N)=O ((3-amino-benzyl)-carbamic acid tert-butyl ester), C(C1=CC=CC=C1)(=O)N=C=S (benzoyl isothiocyanate), CO (MeOH), C([O-])([O-])=O.[K+].[K+] (potassium carbonate). Product: C(C)(C)(C)OC(NCC1=CC(=CC=C1)NC(=S)N)=O ((3-Thioureido-benzyl)-carbamic acid tert-butyl ester). Reaction SMILES: [C:1]([O:5][C:6](=[O:16])[NH:7][CH2:8][C:9]1[CH:14]=[CH:13][CH:12]=[C:11]([NH2:15])[CH:10]=1)([CH3:4])([CH3:3])[CH3:2].C([N:25]=[C:26]=[S:27])(=O)C1C=CC=CC=1.CO.C(=O)([O-])[O-].[K+].[K+]>C1COCC1.O>[C:1]([O:5][C:6](=[O:16])[NH:7][CH2:8][C:9]1[CH:14]=[CH:13][CH:12]=[C:11]([NH:15][C:26]([NH2:25])=[S:27])[CH:10]=1)([CH3:4])([CH3:2])[CH3:3] |f:3.4.5|. Conditions: time 1 hour. Reactants: NC=1C=C(C(C(=O)O)=CC1)O (4-aminosalicylic acid), NC1=CC=C(C(C(=O)O)=C1)O (5-aminosalicylic acid), C1(=CC=CC=C1)OC(=O)Cl (phenylchloroformate), C(O)([O-])=O.[Na+] (sodium hydrogen carbonate). Yields the product C1(=CC=CC=C1)OC(=O)NC=1C=C(C(C(=O)O)=CC1)O (4-phenyloxycarbonylaminosalicylic acid), C1(=CC=CC=C1)OC(=O)NC1=CC=C(C(C(=O)O)=C1)O (5-phenyloxycarbonylaminosalicylic acid). Reaction SMILES: [NH2:1][C:2]1[CH:3]=[C:4]([OH:11])[C:5](=[CH:9][CH:10]=1)[C:6]([OH:8])=[O:7].[NH2:12][C:13]1[CH:21]=[C:17]([C:18]([OH:20])=[O:19])[C:16]([OH:22])=[CH:15][CH:14]=1.[C:23]1([O:29][C:30](Cl)=[O:31])[CH:28]=[CH:27][CH:26]=[CH:25][CH:24]=1.C(=O)([O-])O.[Na+]>>[C:23]1([O:29][C:30]([NH:1][C:2]2[CH:3]=[C:4]([OH:11])[C:5](=[CH:9][CH:10]=2)[C:6]([OH:8])=[O:7])=[O:31])[CH:28]=[CH:27][CH:26]=[CH:25][CH:24]=1.[C:23]1([O:29][C:30]([NH:12][C:13]2[CH:21]=[C:17]([C:18]([OH:20])=[O:19])[C:16]([OH:22])=[CH:15][CH:14]=2)=[O:31])[CH:28]=[CH:27][CH:26]=[CH:25][CH:24]=1 |f:3.4|. Procedure: In the preparation process described in J. Pharm. Sci., 52, 927 (1963), 4-aminosalicylic acid and 5-aminosalicylic acid is reacted with phenylchloroformate in an aqueous sodium hydrogen carbonate solution to obtain 4-phenyloxycarbonylaminosalicylic acid and 5-phenyloxycarbonylaminosalicylic acid, respectively, in the relatively high yield.